This data is from the Open Reaction Database (ORD), a public repository of structured organic reaction records. The task is: describe an organic reaction: reactants, conditions, products, and yield The product is COC=1C=C2C(=CN(C2=CC1OC)C)C1=CC=2C(=NC=C(C2)F)N1 (2-(5,6-dimethoxy-1-methyl-1H-indol-3-yl)-5-fluoro-1H-pyrrolo[2,3-b]pyridine). Reaction SMILES: [CH3:1][O:2][C:3]1[CH:4]=[C:5]2[C:9](=[CH:10][C:11]=1[O:12][CH3:13])[N:8]([CH3:14])[CH:7]=[C:6]2[C:15]#[C:16][C:17]1[C:18]([NH2:24])=[N:19][CH:20]=[C:21]([F:23])[CH:22]=1.CC(C)([O-])C.[K+].ClCCl.C(OCC)(=O)C>CN1CCCC1=O>[CH3:1][O:2][C:3]1[CH:4]=[C:5]2[C:9](=[CH:10][C:11]=1[O:12][CH3:13])[N:8]([CH3:14])[CH:7]=[C:6]2[C:15]1[NH:24][C:18]2=[N:19][CH:20]=[C:21]([F:23])[CH:22]=[C:17]2[CH:16]=1 |f:1.2,3.4|. Starting materials: COC=1C=C2C(=CN(C2=CC1OC)C)C#CC=1C(=NC=C(C1)F)N (3-(5,6-dimethoxy-1-methyl-1H-indol-3-ylethynyl)-5-fluoropyridin-2-ylamine), ClCCl.C(C)(=O)OCC (dichloromethane ethyl acetate), CC(C)([O-])C.[K+] (potassium tert-butoxide). Solvent: CN1C(CCC1)=O (1-methylpyrrolidin-2-one). Isolated yield 24.2%. Reported procedure: But using 0.19 g of 3-(5,6-dimethoxy-1-methyl-1H-indol-3-ylethynyl)-5-fluoropyridin-2-ylamine and 0.263 g of potassium tert-butoxide in 15 ml of 1-methylpyrrolidin-2-one. After flash chromatography on a silica column [eluent: dichloromethane/ethyl acetate (90/10 by volume)], 0.046 g of 2-(5,6-dimethoxy-1-methyl-1H-indol-3-yl)-5-fluoro-1H-pyrrolo[2,3-b]pyridine is thus obtained in the form of a solid, the characteristics of which are as follows: The reactants are CCO, O=CCCl, CS(=O)(=O)c1ccc(CO)c(O)c1, O=S(=O)(O)O. Yields the product CS(=O)(=O)c1ccc2c(c1)OC(CCl)OC2. As a reaction SMILES: [CH3:23][CH2:24][OH:25].[Cl:14][CH2:15][CH:16]=[O:17].[OH:1][CH2:2][c:3]1[c:4]([OH:13])[cH:5][c:6]([S:9](=[O:10])(=[O:11])[CH3:12])[cH:7][cH:8]1.[S:18](=[O:19])(=[O:20])([OH:21])[OH:22]>>[O:1]1[CH2:2][c:3]2[c:4]([cH:5][c:6]([S:9](=[O:10])(=[O:11])[CH3:12])[cH:7][cH:8]2)[O:13][CH:16]1[CH2:15][Cl:14].